From a dataset of the Open Reaction Database (ORD), a public repository of structured organic reaction records. describe an organic reaction: reactants, conditions, products, and yield Starting materials: OC1=C(N=C(C2=CC=CC=C12)C1=CC=CC=C1)C(=O)OCC (4-hydroxy-1-phenyl-3-isoquinolinecarboxylic acid, ethyl ester), [H-].[Na+] (sodium hydride), oil, NC1=NC=CC=C1 (2-aminopyridine). Run in C1=CC=CC=C1 (benzene), C1=CC=CC=C1 (benzene). Conditions: time 15 minute. Product: OC1=C(N=C(C2=CC=CC=C12)C1=CC=CC=C1)C(=O)NC1=NC=CC=C1 (4-hydroxy-1-phenyl-N-(2-pyridyl)-3-isoquinolinecarboxamide). Yield: 64.9%. RXN SMILES: [H-].[Na+].[NH2:3][C:4]1[CH:9]=[CH:8][CH:7]=[CH:6][N:5]=1.[OH:10][C:11]1[C:20]2[C:15](=[CH:16][CH:17]=[CH:18][CH:19]=2)[C:14]([C:21]2[CH:26]=[CH:25][CH:24]=[CH:23][CH:22]=2)=[N:13][C:12]=1[C:27](OCC)=[O:28]>C1C=CC=CC=1>[OH:10][C:11]1[C:20]2[C:15](=[CH:16][CH:17]=[CH:18][CH:19]=2)[C:14]([C:21]2[CH:22]=[CH:23][CH:24]=[CH:25][CH:26]=2)=[N:13][C:12]=1[C:27]([NH:3][C:4]1[CH:9]=[CH:8][CH:7]=[CH:6][N:5]=1)=[O:28] |f:0.1|. Reported procedure: To a stirred slurry of 1.14 g of sodium hydride (as a 50% oil dispersion) in 100 ml of benzene was added 2.25 g of 2-aminopyridine. After stirring at room temperature for 15 minutes the slurry was treated with a solution of 2.25 g of 4-hydroxy-1-phenyl-3-isoquinolinecarboxylic acid, ethyl ester in 50 ml of benzene. After refluxing for one hour, the reaction mixture was cooled to room temperature, quenched with water, and extracted with three 100 ml aliquots of hot tetrahydrofuran. The organic la... The reactants are S(=O)(=O)(Cl)Cl (sulfuryl chloride), C(C)OC(CC(CCC)=O)=O (3-oxo-hexanoic acid ethyl ester), C(=O)(O)[O-].[Na+] (NaHCO3). The solvent is CCOCC (Et2O). Run at temperature 0 celsius. The product is C(C)OC(C(C(CCC)=O)Cl)=O (2-chloro-3-oxo-hexanoic acid ethyl ester). The yield is 99.4%. RXN SMILES: [CH2:1]([O:3][C:4](=[O:11])[CH2:5][C:6](=[O:10])[CH2:7][CH2:8][CH3:9])[CH3:2].S(Cl)([Cl:15])(=O)=O.C([O-])(O)=O.[Na+]>CCOCC>[CH2:1]([O:3][C:4](=[O:11])[CH:5]([Cl:15])[C:6](=[O:10])[CH2:7][CH2:8][CH3:9])[CH3:2] |f:2.3|. Reported procedure: 3-oxo-hexanoic acid ethyl ester (29.7 g, 188 mmol) was dissolved in Et2O (400 ml). The solution was cooled to 0° C., and sulfuryl chloride (22.6 ml, 282 mmol) was added dropwise. The solution gradually warmed to RT over 4 h. The solution was neutralized to pH 7 with a solution of aqueous saturated NaHCO3. The organic layer was separated, washed with brine, and dried over sodium sulfate. Evaporation under reduced pressure yielded 2-chloro-3-oxo-hexanoic acid ethyl ester (intermediate Id, 36 g, 10...